Dataset: the Open Reaction Database (ORD), a public repository of structured organic reaction records. Task: describe an organic reaction: reactants, conditions, products, and yield The reactants are CC(C)(O)C1CC(C(=O)O)C1(C)C, O=P(Cl)(Cl)Cl, c1ccncc1. The product is CC1(C)OC(=O)C2CC1C2(C)C. As a reaction SMILES: [OH:1][C:2]([CH3:3])([CH3:4])[CH:5]1[C:6]([CH3:12])([CH3:13])[CH:7]([C:9](=[O:10])[OH:11])[CH2:8]1.[P:14]([Cl:15])([Cl:16])([Cl:17])=[O:18].[cH:19]1[cH:20][cH:21][n:22][cH:23][cH:24]1>>[C:2]1([CH3:3])([CH3:4])[CH:5]2[C:6]([CH3:12])([CH3:13])[CH:7]([CH2:8]2)[C:9](=[O:11])[O:10]1. Reactants: CCCCCCCCCCCc1ccc(CC(=O)OCC)cc1, CO, Cl, [Na+], C1CCOC1, [OH-]. The product is CCCCCCCCCCCc1ccc(CC(=O)O)cc1. Reaction SMILES: [CH2:1]([CH2:2][CH2:3][CH2:4][CH2:5][CH2:6][CH2:7][CH2:8][CH2:9][CH2:10][CH3:11])[c:12]1[cH:13][cH:14][c:15]([CH2:18][C:19](=[O:20])[O:21][CH2:22][CH3:23])[cH:16][cH:17]1.[CH3:27][OH:28].[ClH:26].[Na+:25].[O:29]1[CH2:30][CH2:31][CH2:32][CH2:33]1.[OH-:24]>>[CH2:1]([CH2:2][CH2:3][CH2:4][CH2:5][CH2:6][CH2:7][CH2:8][CH2:9][CH2:10][CH3:11])[c:12]1[cH:13][cH:14][c:15]([CH2:18][C:19](=[O:20])[OH:21])[cH:16][cH:17]1. The reactants are CN(P(=O)(N(C)C)N(C)C)C (hexamethylphosphoramide), ClC#CCl (1,2-dichloro-ethyne), solution, C(C)(C)[N-]C(C)C.[Li+] (lithium diisopropylamide), O1CCC(CC1)C(=O)OC (methyl tetrahydro-2H-pyran-4-carboxylate). Solvent: O1CCCC1.CCCCCCC.C(C)C1=CC=CC=C1 (tetrahydrofuran heptane ethylbenzene). Run at temperature -78 celsius, time 20 minute. The product is COC(=O)C1(CCOCC1)C#CCl (4-Chloroethynyl-tetrahydro-pyran-4-carboxylic acid methyl ester). The yield is 66.9%. RXN SMILES: C([N-]C(C)C)(C)C.[Li+].[O:9]1[CH2:14][CH2:13][CH:12]([C:15]([O:17][CH3:18])=[O:16])[CH2:11][CH2:10]1.CN(C)P(N(C)C)(N(C)C)=O.[Cl:30][C:31]#[C:32]Cl>O1CCCC1.CCCCCCC.C(C1C=CC=CC=1)C>[CH3:18][O:17][C:15]([C:12]1([C:32]#[C:31][Cl:30])[CH2:13][CH2:14][O:9][CH2:10][CH2:11]1)=[O:16] |f:0.1,5.6.7|. Procedure: Into an oven dried, argon purged flask tetrahydrofuran (50 mL) was added and the solution was cooled with an ice bath. A 1.8 M solution of lithium diisopropylamide (7.2 mL, 13 mmol) in tetrahydrofuran/heptane/ethylbenzene was added. The resulting solution was cooled to −78° C., and treated dropwise with methyl tetrahydro-2H-pyran-4-carboxylate (Sigma-Aldrich) (1.20 mL. 1.30 g, 9 mmol) followed by hexamethylphosphoramide (1.56 mL, 1.61 g, 9 mmol). The resulting solution was warmed to 0° C., stirr... Starting materials: C(C)OP(OCC)(=O)CC1=CC(=CC=C1)OC1=NC=C(C=C1)C(F)(F)F.C(C)OC=1C=C(C=C2CCN(CC2)C(=O)OC(C)(C)C)C=C(C1)OC1=NC=C(C=C1)C(F)(F)F (tert-Butyl 4-(3-ethoxy-5-(5-(trifluoromethyl)pyridin-2-yloxy)benzylidene)piperidine-1-carboxylate [3-(5-Trifluoromethyl-pyridin-2-yloxy)-benzyl]-phosphonic acid diethyl ester), C(C)(C)(C)OC(=O)N1CCC(CC1)=O (4-oxo-piperidine-1-carboxylic acid tert-butyl ester), [H-].[Na+] (Sodium hydride), O (water). The reagents and catalysts are O1CCOCCOCCOCCOCC1 (1,4,7,10,13-pentaoxacyclopentadecane). The solvent is C1CCOC1 (THF), C1CCOC1 (THF). Reaction conditions: time 30 minute. Yields the product C(C)OC=1C=C(C=C2CCN(CC2)C(=O)NC=2C=NC=CC2)C=C(C1)OC1=NC=C(C=C1)C(F)(F)F (4-(3-ethoxy-5-(5-(trifluoromethyl)pyridin-2-yloxy)benzylidene)-N-(pyridin-3-yl)piperidine-1-carboxamide). Isolated yield 96.0%. Reaction SMILES: C(OP(CC1C=CC=C(O[C:17]2[CH:22]=[CH:21][C:20](C(F)(F)F)=[CH:19][N:18]=2)C=1)(=O)OCC)C.[CH2:27]([O:29][C:30]1[CH:31]=[C:32]([CH:47]=[C:48]([O:50][C:51]2[CH:56]=[CH:55][C:54]([C:57]([F:60])([F:59])[F:58])=[CH:53][N:52]=2)[CH:49]=1)[CH:33]=[C:34]1[CH2:39][CH2:38][N:37]([C:40]([O:42]C(C)(C)C)=O)[CH2:36][CH2:35]1)[CH3:28].[H-].[Na+].C(OC([N:70]1CCC(=O)CC1)=O)(C)(C)C.O>C1COCC1.O1CCOCCOCCOCCOCC1>[CH2:27]([O:29][C:30]1[CH:31]=[C:32]([CH:47]=[C:48]([O:50][C:51]2[CH:56]=[CH:55][C:54]([C:57]([F:59])([F:58])[F:60])=[CH:53][N:52]=2)[CH:49]=1)[CH:33]=[C:34]1[CH2:35][CH2:36][N:37]([C:40]([NH:70][C:20]2[CH:19]=[N:18][CH:17]=[CH:22][CH:21]=2)=[O:42])[CH2:38][CH2:39]1)[CH3:28] |f:0.1,2.3|. Procedure details: tert-Butyl 4-(3-ethoxy-5-(5-(trifluoromethyl)pyridin-2-yloxy)benzylidene)piperidine-1-carboxylate [3-(5-Trifluoromethyl-pyridin-2-yloxy)-benzyl]-phosphonic acid diethyl ester (395 mg, 0.911 mmol) from Step 4 and 1,4,7,10,13-pentaoxacyclopentadecane (15-Crown-5, 0.003 mL, 0.0182 mmol) were combined in THF (3 mL). Sodium hydride (40 mg, 60% dispersion in mineral oil, 1.0 mmol) was added and the mixture was stirred for 30 min. A solution of 4-oxo-piperidine-1-carboxylic acid tert-butyl ester (200 m... The reactants are CCN(C(C)C)C(C)C, COc1cc([N+](=O)[O-])c(F)cc1C, CC(C)(C)OC(=O)N1CCC(N)CC1. The product is COc1cc([N+](=O)[O-])c(NC2CCN(C(=O)OC(C)(C)C)CC2)cc1C. RXN SMILES: [CH:28]([N:29]([CH:30]([CH3:31])[CH3:32])[CH2:33][CH3:34])([CH3:35])[CH3:36].[F:1][c:2]1[c:3]([N+:11](=[O:12])[O-:13])[cH:4][c:5]([O:9][CH3:10])[c:6]([CH3:8])[cH:7]1.[NH2:14][CH:15]1[CH2:16][CH2:17][N:18]([C:21](=[O:22])[O:23][C:24]([CH3:25])([CH3:26])[CH3:27])[CH2:19][CH2:20]1>>[c:2]1([NH:14][CH:15]2[CH2:16][CH2:17][N:18]([C:21](=[O:22])[O:23][C:24]([CH3:25])([CH3:26])[CH3:27])[CH2:19][CH2:20]2)[c:3]([N+:11](=[O:12])[O-:13])[cH:4][c:5]([O:9][CH3:10])[c:6]([CH3:8])[cH:7]1.